describe an organic reaction: reactants, conditions, products, and yield From a dataset of the Open Reaction Database (ORD), a public repository of structured organic reaction records. Reactants: [H][H] (hydrogen), C(C1=CC=CC=C1)OC(=O)NC1(CCCCC1)C(=O)OCC(COC(=O)C1(CCCCC1)NC(=O)OCC1=CC=CC=C1)OCN1C=2N=C(NC(C2N=C1)=O)N (2-(2-amino-1,6-dihydro-6-oxo-purin-9-yl)methoxy-1,3-propanediyl bis (N-benzyloxycarbonyl-1-amino-cyclohexanecarboxylate)). Reagents/catalysts: [Pd] (palladium on carbon). Solvent: C(C)(=O)O (acetic acid). Yields the product NC1(CCCCC1)C(=O)OCC(COC(=O)C1(CCCCC1)N)OCN1C=2N=C(NC(C2N=C1)=O)N (2-(2-amino-1,6-dihydro-6-oxo-purin-9-yl)methoxy-1,3-propanediyl bis (1-amino-cyclohexanecarboxylate)), C(C)(=O)[O-] (acetate). Reaction SMILES: C(OC([NH:11][C:12]1([C:18]([O:20][CH2:21][CH:22]([O:44][CH2:45][N:46]2[CH:54]=[N:53][C:52]3[C:51](=[O:55])[NH:50][C:49]([NH2:56])=[N:48][C:47]2=3)[CH2:23][O:24][C:25]([C:27]2([NH:33]C(OCC3C=CC=CC=3)=O)[CH2:32][CH2:31][CH2:30][CH2:29][CH2:28]2)=[O:26])=[O:19])[CH2:17][CH2:16][CH2:15][CH2:14][CH2:13]1)=O)C1C=CC=CC=1.[H][H]>C(O)(=O)C.[Pd]>[NH2:33][C:27]1([C:25]([O:24][CH2:23][CH:22]([O:44][CH2:45][N:46]2[CH:54]=[N:53][C:52]3[C:51](=[O:55])[NH:50][C:49]([NH2:56])=[N:48][C:47]2=3)[CH2:21][O:20][C:18]([C:12]2([NH2:11])[CH2:17][CH2:16][CH2:15][CH2:14][CH2:13]2)=[O:19])=[O:26])[CH2:28][CH2:29][CH2:30][CH2:31][CH2:32]1.[C:18]([O-:20])(=[O:19])[CH3:12]. Reported procedure: To a solution of 2-(2-amino-1,6-dihydro-6-oxo-purin-9-yl)methoxy-1,3-propanediyl bis (N-benzyloxycarbonyl-1-amino-cyclohexanecarboxylate), 2.0 g (2.58 mmol) in glacial acetic acid (30 mL) was added palladium on carbon (10%, 0.5 g) and the mixture was hydrogenated under 1 atmosphere hydrogen overnight at room temperature. The mixture was filtered through Celite and the filtrate concentrated under reduced pressure to a thick oil. Water was added to the residue and the mixture was lyophilized to gi... Starting materials: COc1cccc(C)c1, CCOC(=O)CCl, [I-], [Na+], [Na+], [OH-], O, Oc1ccccc1. The product is CCOC(=O)COc1ccccc1. RXN SMILES: [CH3:19][c:20]1[cH:21][c:22]([O:23][CH3:24])[cH:25][cH:26][cH:27]1.[Cl:12][CH2:13][C:14](=[O:15])[O:16][CH2:17][CH3:18].[I-:11].[Na+:10].[Na+:9].[OH-:8].[OH2:28].[OH:1][c:2]1[cH:3][cH:4][cH:5][cH:6][cH:7]1>>[O:1]([c:2]1[cH:3][cH:4][cH:5][cH:6][cH:7]1)[CH2:13][C:14](=[O:15])[O:16][CH2:17][CH3:18]. Starting materials: CC(C)CC(=O)N1C(=O)OCC1Cc1ccccc1, CCN(C(C)C)C(C)C, ClCOCc1ccccc1, ClCCl. Product: CC(C)C(COCc1ccccc1)C(=O)N1C(=O)OCC1Cc1ccccc1. Reaction SMILES: [CH2:1]([c:2]1[cH:3][cH:4][cH:5][cH:6][cH:7]1)[CH:8]1[N:9]([C:14]([CH2:15][CH:16]([CH3:17])[CH3:18])=[O:19])[C:10](=[O:13])[O:11][CH2:12]1.[CH:20]([N:21]([CH2:22][CH3:23])[CH:24]([CH3:25])[CH3:26])([CH3:27])[CH3:28].[Cl:29][CH2:30][O:31][CH2:32][c:33]1[cH:34][cH:35][cH:36][cH:37][cH:38]1.[Cl:39][CH2:40][Cl:41]>>[CH2:1]([c:2]1[cH:3][cH:4][cH:5][cH:6][cH:7]1)[CH:8]1[N:9]([C:14]([CH:15]([CH:16]([CH3:17])[CH3:18])[CH2:30][O:31][CH2:32][c:33]2[cH:34][cH:35][cH:36][cH:37][cH:38]2)=[O:19])[C:10](=[O:13])[O:11][CH2:12]1. Reaction conditions: temperature 100 celsius, time 2 day. Solvent: CCOCC (ether), O (water). Reaction SMILES: [CH2:1]([OH:3])[CH3:2].[CH2:4]([CH:6]1[O:8][CH2:7]1)Cl.[CH2:9]([N:15]1[CH2:20][CH2:19][NH:18][CH2:17][CH2:16]1)[CH2:10][CH2:11][CH2:12][CH2:13][CH3:14].[OH-].[Na+]>CCOCC.[Cl-].[Zn+2].[Cl-].O>[CH2:1]([O:3][CH2:4][CH:6]([OH:8])[CH2:7][N:18]1[CH2:19][CH2:20][N:15]([CH2:9][CH2:10][CH2:11][CH2:12][CH2:13][CH3:14])[CH2:16][CH2:17]1)[CH3:2] |f:3.4,6.7.8|. Yields the product C(C)OCC(CN1CCN(CC1)CCCCCC)O (1-Ethoxy-3-(4-hexylpiperazin-1-yl)-2-propanol). The reagents and catalysts are [Cl-].[Zn+2].[Cl-] (zinc chloride). Reported procedure: To 100 mL of ethanol add 87 g (0.1 mol) of epichlorohydrin and zinc chloride (1 mL of a 0.872M solution in ether). Stir the reaction mixture at 100° C. for 2 days at which time remove the heat source and add 17.0 g (0.1 mol) of 1-hexyl-piperazine and 20 mL of 50% aqueous sodium hydroxide. Heat the reaction for 3 hours. Add 100 mL of water and extract twice with 200 mL of ether. Combine the organic layers and dry over Na2SO4. Remove the drying agent by filtration and evaporate the solvent in vacu... Reactants: C(C)O (ethanol), C(Cl)C1CO1 (epichlorohydrin), solution, C(CCCCC)N1CCNCC1 (1-hexyl-piperazine), [OH-].[Na+] (sodium hydroxide).